This data is from the Open Reaction Database (ORD), a public repository of structured organic reaction records. The task is: describe an organic reaction: reactants, conditions, products, and yield Reactants: C(C)(=O)OC(C(C(C)(C)C)=O)C(C(C)(C)C)=O (4-(acetyloxy)-2,2,6,6-tetramethyl 3,5 heptanedione), C(C)(=O)[O-].[NH4+] (ammonium acetate). Solvent: O (water), [OH-].[Na+] (sodium hydroxide), C(C)(=O)O (acetic acid). Yields the product CC(C)(C)C=1N=C(OC1C(C(C)(C)C)=O)C (1-[4-(1,1-dimethylethyl)-2-methyl 5-oxazolyl]-2,2- dimethyl-1-propanone). Isolated yield 92.5%. RXN SMILES: [C:1]([O:4][CH:5]([C:12](=[O:17])[C:13]([CH3:16])([CH3:15])[CH3:14])[C:6](=O)[C:7]([CH3:10])([CH3:9])[CH3:8])(=O)[CH3:2].C([O-])(=O)C.[NH4+:22]>C(O)(=O)C.O.[OH-].[Na+]>[CH3:8][C:7]([C:6]1[N:22]=[C:1]([CH3:2])[O:4][C:5]=1[C:12](=[O:17])[C:13]([CH3:16])([CH3:15])[CH3:14])([CH3:10])[CH3:9] |f:1.2,5.6|. Procedure details: A solution of 4-(acetyloxy)-2,2,6,6-tetramethyl 3,5 heptanedione (22 g, 0.09 mol) in acetic acid (100 mL) is treated with ammonium acetate (44 g). The reaction mixture is heated at reflux overnight. The reaction mixture is diluted with water and neutralized (to pH 5) by the addition of aqueous sodium hydroxide. The product is extracted into ethyl acetate (3×150 mL) and the combined organic layers are washed with 0.1N NaOH, water, and then brine. The organic layer is dried and evaporated. The res... Reactants: C(C)(C)(C)OC(=O)NC=1C=NC=CC1 (3-tert-butoxycarbonylaminopyridine), CI (methyl iodide). Solvent: O1CCCC1 (tetrahydrofuran), O1CCCC1 (tetrahydrofuran), CCCCC (pentane). Reaction conditions: temperature -30 celsius, time 3.5 hour. Yields the product C(C)(C)(C)OC(=O)NC=1C=NC=CC1C (3-tert-Butoxycarbonylamino-4-methylpyridine). As a reaction SMILES: [C:1]([O:5][C:6]([NH:8][C:9]1[CH:10]=[N:11][CH:12]=[CH:13][CH:14]=1)=[O:7])([CH3:4])([CH3:3])[CH3:2].[CH3:15]I>O1CCCC1.CCCCC>[C:1]([O:5][C:6]([NH:8][C:9]1[CH:10]=[N:11][CH:12]=[CH:13][C:14]=1[CH3:15])=[O:7])([CH3:4])([CH3:2])[CH3:3]. Procedure: A solution of 3-tert-butoxycarbonylaminopyridine (13.5 g, 69.5 mmol) in tetrahydrofuran (300 ml) was cooled to -70° C. and treated with tert-butyllithinum (102.2 ml, 1.7M in pentane, 173.7 mmol) at such a rate as to maintain the temperature at below -60° C. The mixture was aged at -60° C. to -70° C. for 3.5 hours and then treated with a solution of methyl iodide (11.2 g, 79.1 mmol) in tetrahydrofuran (50 ml) while keeping the temperature below -60° C. The mixture was stirred at -50° C. to -60° C... Starting materials: CC(C)(C)[O-], CC(=O)C=CCC1CC=C(C)C1(C)C, COCCOC, [K+]. The product is CC(=O)CC=CC1CC=C(C)C1(C)C. As a reaction SMILES: [CH3:15][C:16]([CH3:17])([O-:18])[CH3:19].[CH3:1][C:2]1([CH3:14])[CH:3]([CH2:8][CH:9]=[CH:10][C:11]([CH3:12])=[O:13])[CH2:4][CH:5]=[C:6]1[CH3:7].[CH3:21][O:22][CH2:23][CH2:24][O:25][CH3:26].[K+:20]>>[CH3:1][C:2]1([CH3:14])[CH:3]([CH:8]=[CH:9][CH2:10][C:11]([CH3:12])=[O:13])[CH2:4][CH:5]=[C:6]1[CH3:7]. The reactants are NC1=NC(=C(C(=N1)C=1OC=CC1)C#N)S(=O)C (2-amino-4-furan-2-yl-6-methanesulfinyl-pyrimidine-5-carbonitrile), N1=CC(=CC=C1)CN (3-picolylamine). Run in COCCOC (DME). Product: NC1=NC(=C(C(=N1)C=1OC=CC1)C#N)NCC=1C=NC=CC1 (2-Amino-4-furan-2-yl-6-[(pyridin-3-ylmethyl)-amino]-pyrimidine-5-carbonitrile). As a reaction SMILES: [NH2:1][C:2]1[N:7]=[C:6]([C:8]2[O:9][CH:10]=[CH:11][CH:12]=2)[C:5]([C:13]#[N:14])=[C:4](S(C)=O)[N:3]=1.[N:18]1[CH:23]=[CH:22][CH:21]=[C:20]([CH2:24][NH2:25])[CH:19]=1>COCCOC>[NH2:1][C:2]1[N:7]=[C:6]([C:8]2[O:9][CH:10]=[CH:11][CH:12]=2)[C:5]([C:13]#[N:14])=[C:4]([NH:25][CH2:24][C:20]2[CH:19]=[N:18][CH:23]=[CH:22][CH:21]=2)[N:3]=1. Procedure: From 2-amino-4-furan-2-yl-6-methanesulfinyl-pyrimidine-5-carbonitrile and 3-picolylamine in DME. ES-MS m/e (%): 293 (M+H+, 100). Starting materials: [Na] (sodium), ClC1=CC(=NC(=C1)C)C (4-chloro-2,6-dimethylpyridine), C[Sn](C)(C)Cl (trimethyltin chloride). Run in C(OC)COC (dimethoxyethane), C(OC)COC (DME), C(OC)COC (DME). Run at time 2.5 hour. Yields the product CC1=NC(=CC(=C1)[Sn](C)(C)C)C (2,6-dimethyl-4-(trimethylstannyl)pyridine). The yield is 59.9%. RXN SMILES: [Na].[CH3:2][Sn:3](Cl)([CH3:5])[CH3:4].Cl[C:8]1[CH:13]=[C:12]([CH3:14])[N:11]=[C:10]([CH3:15])[CH:9]=1>C(COC)OC>[CH3:14][C:12]1[CH:13]=[C:8]([Sn:3]([CH3:5])([CH3:4])[CH3:2])[CH:9]=[C:10]([CH3:15])[N:11]=1 |^1:0|. Procedure: To a mixture of 100 g sodium (30% dispersion in toluene) and 400 ml dimethoxyethane (DME) cooled in an ice-salt bath and under nitrogen was added a solution of 121 g trimethyltin chloride in 50 ml DME over a 2 hour period while keeping the temperature below 5° C. The mixture was stirred at 0°-5° C. for 2.5 hours and then 70 g 4-chloro-2,6-dimethylpyridine in 50 ml DME was added over a 1.5 hour period while keeping the temperature at 0°-10° C. The reaction mixture was stirred at the latter temper... Starting materials: [H-].[Na+] (Sodium hydride), O=C(CP(OC)(OC)=O)CCCCC (dimethyl 2-oxoheptylphosphonate), COC(CCCCCCN1[C@H](CCCC1=O)C=O)=O (7-((R)-2-formyl-6-oxo-piperidin-1-yl)-heptanoic acid methyl ester). Run in C1CCOC1 (THF), C1CCOC1 (THF). Reaction conditions: time 10 minute. The product is COC(CCCCCCN1C(CCC[C@@H]1\C=C\C(CCCCC)=O)=O)=O (7-[(R)-2-oxo-6-((E)-3-oxo-oct-1-enyl)-piperidin-1-yl]-heptanoic acid methyl ester). Yield: 85.0%. Reaction SMILES: [H-].[Na+].[O:3]=[C:4]([CH2:12][CH2:13][CH2:14][CH2:15][CH3:16])[CH2:5]P(=O)(OC)OC.[CH3:17][O:18][C:19](=[O:35])[CH2:20][CH2:21][CH2:22][CH2:23][CH2:24][CH2:25][N:26]1[C:31](=[O:32])[CH2:30][CH2:29][CH2:28][C@@H:27]1[CH:33]=O>C1COCC1>[CH3:17][O:18][C:19](=[O:35])[CH2:20][CH2:21][CH2:22][CH2:23][CH2:24][CH2:25][N:26]1[C@@H:27](/[CH:33]=[CH:5]/[C:4](=[O:3])[CH2:12][CH2:13][CH2:14][CH2:15][CH3:16])[CH2:28][CH2:29][CH2:30][C:31]1=[O:32] |f:0.1|. Reported procedure: Sodium hydride (60% dispersion in oil, 7.2 mg, 0.18 mmol) was added to a solution of dimethyl 2-oxoheptylphosphonate (47 mg, 0.19 mmol) in THF (1 mL) at 0° C. After 10 min at 0° C., the solution was allowed to warm to rt. After 1 h at rt, the solution was recooled to 0° C. and 7-((R)-2-formyl-6-oxo-piperidin-1-yl)-heptanoic acid methyl ester (crude, prepared in accordance with Example 29, step 5, ˜0.20 mmol) in THF (1 mL) was added via cannula. The reaction was allowed to warm to rt. After 17 h ... Reactants: FC=1C=C(N)C=CC1 (3-Fluoroaniline), C(#N)C(C(=O)NC(=O)OCC)=COCC (α-cyano-β-ethoxy-N-ethoxycarbonylacrylamide). The product is C(#N)C(C(=O)NC(=O)OCC)=CNC1=CC(=CC=C1)F (α-cyano-β-(3-fluoroanilino)-N-ethoxycarbonylacrylamide). RXN SMILES: [F:1][C:2]1[CH:3]=[C:4]([CH:6]=[CH:7][CH:8]=1)[NH2:5].[C:9]([C:11](=[CH:20]OCC)[C:12]([NH:14][C:15]([O:17][CH2:18][CH3:19])=[O:16])=[O:13])#[N:10]>>[C:9]([C:11](=[CH:20][NH:5][C:4]1[CH:6]=[CH:7][CH:8]=[C:2]([F:1])[CH:3]=1)[C:12]([NH:14][C:15]([O:17][CH2:18][CH3:19])=[O:16])=[O:13])#[N:10]. Procedure: 3-Fluoroaniline (0.05 mol) is reacted with α-cyano-β-ethoxy-N-ethoxycarbonylacrylamide (0.05 mol) to yield α-cyano-β-(3-fluoroanilino)-N-ethoxycarbonylacrylamide, m.p. 169.5°-171.0°, which is heated at reflux in tetralin to yield 5-cyano-1-(3-fluorophenyl)uracil, m.p. 245.5°-246.5°.